Dataset: the Open Reaction Database (ORD), a public repository of structured organic reaction records. Task: describe an organic reaction: reactants, conditions, products, and yield Reactants: C=CCC(O)(CC=C)CCCCCCCCCCCC(C)(C)C=O, Cl, [Na+], [OH-]. Product: C=CCC(O)(CC=C)CCCCCCCCCCCC(C)(C)C(=O)O. As a reaction SMILES: [CH2:3]([CH:4]=[CH2:5])[C:6]([CH2:7][CH2:8][CH2:9][CH2:10][CH2:11][CH2:12][CH2:13][CH2:14][CH2:15][CH2:16][CH2:17][C:18]([CH:19]=[O:20])([CH3:21])[CH3:22])([CH2:23][CH:24]=[CH2:25])[OH:26].[ClH:27].[Na+:2].[OH-:1]>>[OH:1][C:19]([C:18]([CH2:17][CH2:16][CH2:15][CH2:14][CH2:13][CH2:12][CH2:11][CH2:10][CH2:9][CH2:8][CH2:7][C:6]([CH2:3][CH:4]=[CH2:5])([CH2:23][CH:24]=[CH2:25])[OH:26])([CH3:21])[CH3:22])=[O:20]. Reactants: C=C(C(F)(F)F)C(F)(F)F (HFIB), C(CCCCCCCC)N (nonylamine), C(C)#N (acetonitrile), C=C(C(F)(F)F)C(F)(F)F (HFIB), C=C(C(F)(F)F)C(F)(F)F (HFIB). Solvent: O (water). The product is C(CCCCCCCC)NCC(C(F)(F)F)C(F)(F)F (N-nonyl N-(2-trifluoromethyl-3,3,3-trifluoropropyl)amine). As a reaction SMILES: [CH2:1]([NH2:10])[CH2:2][CH2:3][CH2:4][CH2:5][CH2:6][CH2:7][CH2:8][CH3:9].C(#N)C.[CH2:14]=[C:15]([C:20]([F:23])([F:22])[F:21])[C:16]([F:19])([F:18])[F:17]>O>[CH2:1]([NH:10][CH2:14][CH:15]([C:20]([F:23])([F:22])[F:21])[C:16]([F:19])([F:18])[F:17])[CH2:2][CH2:3][CH2:4][CH2:5][CH2:6][CH2:7][CH2:8][CH3:9]. Procedure details: To a mixture of nonylamine (7.5 g) and acetonitrile (10 mL) was added HFIB in several portions over a period of about 0.5 h until a gentle reflux of HFIB was observed which did not dissipate. A dry-ice condenser was used to obtain the gentle reflux of HFIB at 25° C. for 15 h. The reaction mixture was poured into water (150 mL) and the bottom layer separated, and washed with water to provide N-nonyl N-(2-trifluoromethyl-3,3,3-trifluoropropyl)amine (13.5 g): 1H NMR (CDCl3) 0.88 (t, J=7 Hz, 3H), 1....